This data is from the Open Reaction Database (ORD), a public repository of structured organic reaction records. The task is: describe an organic reaction: reactants, conditions, products, and yield The yield is 12.4%. RXN SMILES: Cl[C:2]1[N:10]=[CH:9][N:8]=[C:7]2[C:3]=1[N:4]=[CH:5][N:6]2[C@H:11]1[C@H:15]([OH:16])[C@H:14]([OH:17])[C@@H:13]([C:18]2[NH:19][N:20]=[CH:21][CH:22]=2)[O:12]1.C(N(CC)C(C)C)(C)C.Cl.[O:33]1[CH2:38][CH2:37][CH:36]([NH2:39])[CH2:35][CH2:34]1>C(O)(C)C>[N:20]1[NH:19][C:18]([C@@H:13]2[C@H:14]([OH:17])[C@H:15]([OH:16])[C@H:11]([N:6]3[CH:5]=[N:4][C:3]4[C:7]3=[N:8][CH:9]=[N:10][C:2]=4[NH:39][CH:36]3[CH2:37][CH2:38][O:33][CH2:34][CH2:35]3)[O:12]2)=[CH:22][CH:21]=1 |f:2.3|. Procedure: (2R,3R,4S,5R)-2-(6-Chloro-purin-9-yl)-5-(2H-pyrazol-3-yl)-tetrahydro-furan-3,4-diol (35 mg) was dissolved in isopropanol (3 ml), N,N-di-isopropylethylamine (0.12 ml) and tetrahydro-pyran-4-ylamine hydrochloride (46 mg) were added, and the resulting solution was heated under reflux under nitrogen for 17 h. The solvent was removed in vacuo the residue dissolved in methanol (10 ml), and 8% sodium bicarbonate (3 ml) added, followed by silica gel (3 g). The solvents were removed in vacuo and the resi... Run in C(C)(C)O (isopropanol). Starting materials: C(C)(C)N(C(C)C)CC (N,N-di-isopropylethylamine), Cl.O1CCC(CC1)N (tetrahydro-pyran-4-ylamine hydrochloride), ClC1=C2N=CN(C2=NC=N1)[C@@H]1O[C@@H]([C@H]([C@H]1O)O)C=1NN=CC1 ((2R,3R,4S,5R)-2-(6-Chloro-purin-9-yl)-5-(2H-pyrazol-3-yl)-tetrahydro-furan-3,4-diol). Yields the product N=1NC(=CC1)[C@H]1O[C@H]([C@H]([C@H]1O)O)N1C2=NC=NC(=C2N=C1)NC1CCOCC1 ((2R,3R,4S,5R)-2-(2H-Pyrazol-3-yl)-5-(6-tetrahydro-pyran-4-ylamino-purin-9-yl)-tetrahydro-furan-3,4-diol). The reactants are ClC1=NC(=NC=C1C(F)(F)F)NC=1C=CC(=NC1)C1CCN(CC1)C(=O)OC(C)(C)C (tert-butyl 4-(5-((4-chloro-5-(trifluoromethyl)pyrimidin-2-yl)amino)pyridin-2-yl)piperidine-1-carboxylate), C(#C)C1=C(C=CC=C1)C1(CC1)C(=O)N (1-(2-ethynylphenyl)cyclopropanecarboxamide), F[B-](F)(F)F (BF4), CCN(C(C)C)C(C)C (DIPEA). The reagents and catalysts are [Cu]I (CuI), Cl[Pd]([P](C1=CC=CC=C1)(C2=CC=CC=C2)C3=CC=CC=C3)([P](C4=CC=CC=C4)(C5=CC=CC=C5)C6=CC=CC=C6)Cl (PdCl2(PPh3)2). The solvent is O1CCOCC1 (dioxane). Reaction conditions: temperature 85 celsius, time 4 hour. Yields the product C(N)(=O)C1(CC1)C1=C(C=CC=C1)C#CC1=NC(=NC=C1C(F)(F)F)NC=1C=CC(=NC1)C1CCN(CC1)C(=O)OC(C)(C)C (tert-Butyl 4-(5-((4-((2-(1-carbamoylcyclopropyl)phenyl)ethynyl)-5-(trifluoromethyl)pyrimidin-2-yl)amino)pyridin-2-yl)piperidine-1-carboxylate). As a reaction SMILES: Cl[C:2]1[C:7]([C:8]([F:11])([F:10])[F:9])=[CH:6][N:5]=[C:4]([NH:12][C:13]2[CH:14]=[CH:15][C:16]([CH:19]3[CH2:24][CH2:23][N:22]([C:25]([O:27][C:28]([CH3:31])([CH3:30])[CH3:29])=[O:26])[CH2:21][CH2:20]3)=[N:17][CH:18]=2)[N:3]=1.[C:32]([C:34]1[CH:39]=[CH:38][CH:37]=[CH:36][C:35]=1[C:40]1([C:43]([NH2:45])=[O:44])[CH2:42][CH2:41]1)#[CH:33].F[B-](F)(F)F.CCN(C(C)C)C(C)C>[Cu]I.Cl[Pd](Cl)([P](C1C=CC=CC=1)(C1C=CC=CC=1)C1C=CC=CC=1)[P](C1C=CC=CC=1)(C1C=CC=CC=1)C1C=CC=CC=1.O1CCOCC1>[C:43]([C:40]1([C:35]2[CH:36]=[CH:37][CH:38]=[CH:39][C:34]=2[C:32]#[C:33][C:2]2[C:7]([C:8]([F:11])([F:10])[F:9])=[CH:6][N:5]=[C:4]([NH:12][C:13]3[CH:14]=[CH:15][C:16]([CH:19]4[CH2:24][CH2:23][N:22]([C:25]([O:27][C:28]([CH3:31])([CH3:30])[CH3:29])=[O:26])[CH2:21][CH2:20]4)=[N:17][CH:18]=3)[N:3]=2)[CH2:41][CH2:42]1)(=[O:44])[NH2:45] |^1:64,83|. Procedure details: To a mixture of tert-butyl 4-(5-((4-chloro-5-(trifluoromethyl)pyrimidin-2-yl)amino)pyridin-2-yl)piperidine-1-carboxylate A70 (0.208 g, 0.453 mmol), 1-(2-ethynylphenyl)cyclopropanecarboxamide K6 (0.079 g, 0.42 mmol), CuI (0.003 g, 0.02 mmol), PdCl2(PPh3)2 (0.017 g, 0.024 mmol) and t-Bu3PH.BF4 (0.009 g, 0.03 mmol) under a nitrogen atmosphere was added dioxane (6.0 mL) and DIPEA (0.23 mL, 1.3 mmol). The mixture was stirred at 85° C. for 4 hours and then concentrated under reduced pressure. Purifica... Reactants: COC([C@@H](C1CCCCC1)NC(C1=C(C=CC=C1)N)=O)=O ((R)-(2-amino-benzoylamino)-cyclohexyl-acetic acid methyl ester), ClC(=O)OC(Cl)(Cl)Cl (trichloromethyl chloroformate). The solvent is CCOC(=O)C (EtOAc), C1CCOC1 (THF). Conditions: temperature 90 celsius, time 4 hour. Yields the product COC([C@H](N1C(NC2=CC=CC=C2C1=O)=O)C1CCCCC1)=O ((R)-cyclohexyl-(2,4-dioxo-1,4-dihydro-2H-quinazolin-3-yl)-acetic acid methyl ester). Isolated yield 133.0%. As a reaction SMILES: [CH3:1][O:2][C:3](=[O:21])[C@H:4]([NH:11][C:12](=[O:20])[C:13]1[CH:18]=[CH:17][CH:16]=[CH:15][C:14]=1[NH2:19])[CH:5]1[CH2:10][CH2:9][CH2:8][CH2:7][CH2:6]1.Cl[C:23](OC(Cl)(Cl)Cl)=[O:24]>C1COCC1.CCOC(C)=O>[CH3:1][O:2][C:3](=[O:21])[C@@H:4]([CH:5]1[CH2:10][CH2:9][CH2:8][CH2:7][CH2:6]1)[N:11]1[C:12](=[O:20])[C:13]2[C:14](=[CH:15][CH:16]=[CH:17][CH:18]=2)[NH:19][C:23]1=[O:24]. Procedure details: To a solution of (R)-(2-amino-benzoylamino)-cyclohexyl-acetic acid methyl ester (1.08 g, 3.72 mmol) in THF (30 mL) is added trichloromethyl chloroformate (550 mg, 2.78 mmol). The mixture is stirred at 90° C. for 4 hours. The reaction mixture is allowed to cool to room temperature, diluted with EtOAc (100 mL) and washed with H2O (50 mL×3). The organic layer is dried over sodium sulfate and is concentrated to give the desired (R)-cyclohexyl-(2,4-dioxo-1,4-dihydro-2H-quinazolin-3-yl)-acetic acid me...